Task: describe an organic reaction: reactants, conditions, products, and yield. Dataset: the Open Reaction Database (ORD), a public repository of structured organic reaction records Starting materials: [Cl-].[NH4+] (ammonium chloride), [H-].[Na+] (sodium hydride), C(CC(=O)OCC=C)(=O)OCC=C (diallyl malonate), BrCCC1=CC=C(C(=O)OC)C=C1 (methyl 4-(2-bromoethyl)benzoate). Solvent: O1CCOCC1 (dioxane). Conditions: temperature 40 celsius, time 30 minute. Yields the product COC(=O)C1=CC=C(C=C1)CCC(C(=O)OCC=C)C(=O)OCC=C (Diallyl 2-[4-(methoxycarbonyl)phenyl]ethylmalonate). Reaction SMILES: [H-].[Na+].[C:3]([O:12][CH2:13][CH:14]=[CH2:15])(=[O:11])[CH2:4][C:5]([O:7][CH2:8][CH:9]=[CH2:10])=[O:6].Br[CH2:17][CH2:18][C:19]1[CH:28]=[CH:27][C:22]([C:23]([O:25][CH3:26])=[O:24])=[CH:21][CH:20]=1.[Cl-].[NH4+]>O1CCOCC1>[CH3:26][O:25][C:23]([C:22]1[CH:27]=[CH:28][C:19]([CH2:18][CH2:17][CH:4]([C:5]([O:7][CH2:8][CH:9]=[CH2:10])=[O:6])[C:3]([O:12][CH2:13][CH:14]=[CH2:15])=[O:11])=[CH:20][CH:21]=1)=[O:24] |f:0.1,4.5|. Procedure details: Under argon and at 0° C., 4.44 g (111.0 mmol) of sodium hydride (60% strength dispersion in mineral oil) are added a little at a time to a solution of 27.28 g (148.09 mmol) of diallyl malonate in 220 ml of anhydrous dioxane. The mixture is stirred at 40° C. for 30 min, and a solution of 18.00 g (74.04 mmol) of methyl 4-(2-bromoethyl)benzoate is then added at room temperature. The reaction mixture is then heated at 110° C. for 16 hours. After addition of 25 ml of saturated ammonium chloride solut...